This data is from the Open Reaction Database (ORD), a public repository of structured organic reaction records. The task is: describe an organic reaction: reactants, conditions, products, and yield Reactants: [N+](=O)([O-])C1=CC=C(C=C1)N1CCC(CC1)N1CCCCC1 (1-(4-nitrophenyl)-4-(piperidin-1-yl)piperidine). Reagents/catalysts: [Pd] (palladium on carbon). Run in C(C)O (ethanol). Yields the product N1(CCCCC1)C1CCN(CC1)C1=CC=C(C=C1)N (4-[4-(piperidin-1-yl)piperidin-1-yl]benzenamine). Isolated yield 73.8%. Reaction SMILES: [N+:1]([C:4]1[CH:9]=[CH:8][C:7]([N:10]2[CH2:15][CH2:14][CH:13]([N:16]3[CH2:21][CH2:20][CH2:19][CH2:18][CH2:17]3)[CH2:12][CH2:11]2)=[CH:6][CH:5]=1)([O-])=O>C(O)C.[Pd]>[N:16]1([CH:13]2[CH2:14][CH2:15][N:10]([C:7]3[CH:6]=[CH:5][C:4]([NH2:1])=[CH:9][CH:8]=3)[CH2:11][CH2:12]2)[CH2:17][CH2:18][CH2:19][CH2:20][CH2:21]1. Procedure details: A solution of 1-fluoro-4-nitrobenzene (1.3 mL, 12.3 mmol), triethylamine (6.0 mL; 43.0 mmol) and 4-(piperidin-1-yl)piperidine (2.36 g; 14.0 mmol) in dioxane (10 mL) was heated at reflux for 18 hr. After cooling to room temperature the mixture was concentrated under reduced pressure and the residue dissolved in DCM (150 mL). The DCM solution was washed with saturated aqueous sodium bicarbonate and brine, then dried over magnesium sulfate and concentrated under reduced pressure to produce a yellow... Reactants: C(C)(C)(C)OC(=O)N1CCC(CC1)CNC1CCN(CC1)C1=CC=C(C=C1)OCC(=O)OC (4-[(1-tert-butyloxycarbonylpiperidin-4-yl)methylamino]-1-(4-methoxycarbonylmethyloxyphenyl)piperidine), Cl (hydrochloric acid). Product: Cl.Cl.COC(=O)COC1=CC=C(C=C1)N1CCC(CC1)NCC1CCNCC1 (1-(4-Methoxycarbonylmethyloxyphenyl)-4-[(piperidin-4-yl)methylamino]piperidine dihydrochloride). As a reaction SMILES: C(OC([N:8]1[CH2:13][CH2:12][CH:11]([CH2:14][NH:15][CH:16]2[CH2:21][CH2:20][N:19]([C:22]3[CH:27]=[CH:26][C:25]([O:28][CH2:29][C:30]([O:32][CH3:33])=[O:31])=[CH:24][CH:23]=3)[CH2:18][CH2:17]2)[CH2:10][CH2:9]1)=O)(C)(C)C.[ClH:34]>>[ClH:34].[ClH:34].[CH3:33][O:32][C:30]([CH2:29][O:28][C:25]1[CH:26]=[CH:27][C:22]([N:19]2[CH2:20][CH2:21][CH:16]([NH:15][CH2:14][CH:11]3[CH2:10][CH2:9][NH:8][CH2:13][CH2:12]3)[CH2:17][CH2:18]2)=[CH:23][CH:24]=1)=[O:31] |f:2.3.4|. Procedure: Prepared from 4-[(1-tert-butyloxycarbonylpiperidin-4-yl)methylamino]-1-(4-methoxycarbonylmethyloxyphenyl)piperidine and ethereal hydrochloric acid.